This data is from the Open Reaction Database (ORD), a public repository of structured organic reaction records. The task is: describe an organic reaction: reactants, conditions, products, and yield Starting materials: BrCc1ccccc1, CCCO, [K+], [OH-], Oc1ccc(CCN(CC(O)COc2ccccc2)CC(O)COc2ccccc2)cc1. Yields the product OC(COc1ccccc1)CN(CCc1ccc(OCc2ccccc2)cc1)CC(O)COc1ccccc1. As a reaction SMILES: [Br:33][CH2:34][c:35]1[cH:36][cH:37][cH:38][cH:39][cH:40]1.[CH2:43]([OH:44])[CH2:45][CH3:46].[K+:42].[OH-:41].[OH:1][CH:2]([CH2:3][N:4]([CH2:5][CH2:6][c:7]1[cH:8][cH:9][c:10]([OH:13])[cH:11][cH:12]1)[CH2:14][CH:15]([CH2:16][O:17][c:18]1[cH:19][cH:20][cH:21][cH:22][cH:23]1)[OH:24])[CH2:25][O:26][c:27]1[cH:28][cH:29][cH:30][cH:31][cH:32]1>>[OH:1][CH:2]([CH2:3][N:4]([CH2:5][CH2:6][c:7]1[cH:8][cH:9][c:10]([O:13][CH2:34][c:35]2[cH:36][cH:37][cH:38][cH:39][cH:40]2)[cH:11][cH:12]1)[CH2:14][CH:15]([CH2:16][O:17][c:18]1[cH:19][cH:20][cH:21][cH:22][cH:23]1)[OH:24])[CH2:25][O:26][c:27]1[cH:28][cH:29][cH:30][cH:31][cH:32]1.